Dataset: the Open Reaction Database (ORD), a public repository of structured organic reaction records. Task: describe an organic reaction: reactants, conditions, products, and yield Starting materials: C(C)(C)(C)OC(=O)NC1=C(C=CC2=CC=C(C=C12)O[Si](C(C)C)(C(C)C)C(C)C)[Si](C)(C)C (1-(tert-butoxycarbonylamino)-7-(triisopropylsilyloxy)-2-(trimethylsilyl)naphthalene), CCCC[N+](CCCC)(CCCC)CCCC.[F-] (TBAF), [NH4+].[Cl-] (NH4Cl). Solvent: C1CCOC1 (THF). Reaction conditions: temperature 0 celsius, time 15 minute. Product: C(C)(C)(C)OC(=O)NC1=C(C=CC2=CC=C(C=C12)O)[Si](C)(C)C (1-(tert-Butoxycarbonylamino)-7-(hydroxy)-2-(trimethylsilyl)naphthalene). As a reaction SMILES: [C:1]([O:5][C:6]([NH:8][C:9]1[C:18]2[C:13](=[CH:14][CH:15]=[C:16]([O:19][Si](C(C)C)(C(C)C)C(C)C)[CH:17]=2)[CH:12]=[CH:11][C:10]=1[Si:30]([CH3:33])([CH3:32])[CH3:31])=[O:7])([CH3:4])([CH3:3])[CH3:2].CCCC[N+](CCCC)(CCCC)CCCC.[F-].[NH4+].[Cl-]>C1COCC1>[C:1]([O:5][C:6]([NH:8][C:9]1[C:18]2[C:13](=[CH:14][CH:15]=[C:16]([OH:19])[CH:17]=2)[CH:12]=[CH:11][C:10]=1[Si:30]([CH3:33])([CH3:31])[CH3:32])=[O:7])([CH3:4])([CH3:3])[CH3:2] |f:1.2,3.4|. Reported procedure: To a stirred solution of 1-(tert-butoxycarbonylamino)-7-(triisopropylsilyloxy)-2-(trimethylsilyl)naphthalene, as described above in Step B, (9.72 g, 19.9 mmol) in THF (200 mL) at 0° C. was added TBAF (1.0 M in THF, 20.9 mL, 20.9 mmol). The resulting mixture was stirred at 0° C. for 15 min then poured into dilute aqueous NH4Cl (250 mL) and extracted with CH2Cl2 (500 mL). The organic extract was dried over Na2SO4, filtered, and concentrated in vacuo. The crude product was purified by flash column ... Reaction SMILES: [H-].[H-].[H-].[H-].[Li+].[Al+3].[CH2:7]([N:9]([C:26](=O)[CH2:27][CH:28]1[CH2:32][CH2:31][CH2:30][CH2:29]1)[CH2:10][CH2:11][CH2:12][CH:13]([C:15]1[CH:20]=[CH:19][C:18]([NH:21][S:22]([CH3:25])(=[O:24])=[O:23])=[CH:17][CH:16]=1)[OH:14])[CH3:8].C(C(C(C([O-])=O)O)O)([O-])=O.[Na+].[K+]>C1COCC1>[CH2:7]([N:9]([CH2:26][CH2:27][CH:28]1[CH2:29][CH2:30][CH2:31][CH2:32]1)[CH2:10][CH2:11][CH2:12][CH:13]([C:15]1[CH:20]=[CH:19][C:18]([NH:21][S:22]([CH3:25])(=[O:23])=[O:24])=[CH:17][CH:16]=1)[OH:14])[CH3:8] |f:0.1.2.3.4.5,7.8.9|. Reported procedure: A 1M solution of LiAlH4 in THF (15.9 ml) was mixed with THF (15.9 ml) and cooled, under nitrogen in an ice bath. To this solution was added, dropwise, with stirring, a solution of the product from Step I (3.0 g, 0.0076 mol) in THF (30.7 ml). The mixture was kept in the ice bath for 1 hour and then treated cautiously with a saturated potassium sodium tartrate solution (16.1 ml). This mixture was stirred at ambient temperature for 45 minutes and extracted with EtOAc. The extract was washed with wa... The yield is 64.0%. The product is C(C)N(CCCC(O)C1=CC=C(C=C1)NS(=O)(=O)C)CCC1CCCC1 (N-(4-(4-(Ethyl(2-cyclopentylethyl)amino)-1-hydroxybutyl)phenyl)methanesulfonamide). Starting materials: solution, [H-].[H-].[H-].[H-].[Li+].[Al+3] (LiAlH4), ice, C(=O)([O-])C(O)C(O)C(=O)[O-].[Na+].[K+] (potassium sodium tartrate), C(C)N(CCCC(O)C1=CC=C(C=C1)NS(=O)(=O)C)C(CC1CCCC1)=O (N-(4-(4-(ethyl(cyclopentylacetyl)amino)-1-hydroxybutyl)phenyl)methanesulfonamide). The solvent is C1CCOC1 (THF), C1CCOC1 (THF), C1CCOC1 (THF).